Dataset: the Open Reaction Database (ORD), a public repository of structured organic reaction records. Task: describe an organic reaction: reactants, conditions, products, and yield Starting materials: [OH-].[Na+] (sodium hydroxide), ClC1=CC=C(C(=S)N)C=C1 (4-chlorothiobenzamide), O (water), ClCC(=O)CCl (1,3-dichloroacetone). The solvent is C(C)(C)O (isopropyl alcohol). Conditions: temperature 20 celsius, time 10 hour. Yields the product ClCC=1N=C(SC1)C1=CC=C(C=C1)Cl (4-Chloromethyl-2-(4-chlorophenyl)-1,3-thiazole). As a reaction SMILES: [Cl:1][C:2]1[CH:10]=[CH:9][C:5]([C:6]([NH2:8])=[S:7])=[CH:4][CH:3]=1.[Cl:11][CH2:12][C:13]([CH2:15]Cl)=O.O.[OH-].[Na+]>C(O)(C)C>[Cl:11][CH2:12][C:13]1[N:8]=[C:6]([C:5]2[CH:9]=[CH:10][C:2]([Cl:1])=[CH:3][CH:4]=2)[S:7][CH:15]=1 |f:3.4|. Reported procedure: 171.65 g (1.0 mol) of 4-chlorothiobenzamide are dissolved in 550 ml of isopropyl alcohol and 133.3 g (1.05 mol) of 1,3-dichloroacetone are added at a temperature of a maximum of 30° C. over a period of 3hours. The mixture is subsequently stirred at 40° C. for 5.5 hours and at 20° C. for 10 hours. In order to complete the reaction the mixture is then heated to 55° C. for 7.5 hours. The product is isolated by cooling to 10° C. and adding 950 ml of water. The pH value is adjusted to 4 to 5 using so... Procedure details: A mixture of isopropyl 3-(5-amino-2-chloro-4-fluorophenyl)tetrahydro-5-methyl-2,4,6-trioxo-s-triazine-1(2H)-acetate (4.0 g, 0.0103 mol) in toluene is treated with a 1.93M solution of phosgene in toluene (19 mL), refluxed for 3 hours, cooled, partially concentrated in vacuo, diluted with toluene, partially concentrated in vacuo, diluted with toluene and concentrated in vacuo to give the title product as a yellow foam which is identified by 1H NMR spectral analysis. The reactants are solution, C(=O)(Cl)Cl (phosgene), NC=1C(=CC(=C(C1)N1C(N(C(N(C1=O)C)=O)CC(=O)OC(C)C)=O)Cl)F (isopropyl 3-(5-amino-2-chloro-4-fluorophenyl)tetrahydro-5-methyl-2,4,6-trioxo-s-triazine-1(2H)-acetate). Run in C1(=CC=CC=C1)C (toluene), C1(=CC=CC=C1)C (toluene). The product is ClC1=C(C=C(C(=C1)F)N=C=O)N1C(N(C(N(C1=O)C)=O)CC(=O)OC(C)C)=O (Isopropyl 3-(2-chloro-4-fluoro-5-isocyanatophenyl)tetrahydro-5-methyl-2,4,6-trioxo-s-triazine-1(2H)-acetate). Reaction SMILES: [NH2:1][C:2]1[C:3]([F:26])=[CH:4][C:5]([Cl:25])=[C:6]([N:8]2[C:13](=[O:14])[N:12]([CH3:15])[C:11](=[O:16])[N:10]([CH2:17][C:18]([O:20][CH:21]([CH3:23])[CH3:22])=[O:19])[C:9]2=[O:24])[CH:7]=1.[C:27](Cl)(Cl)=[O:28]>C1(C)C=CC=CC=1>[Cl:25][C:5]1[CH:4]=[C:3]([F:26])[C:2]([N:1]=[C:27]=[O:28])=[CH:7][C:6]=1[N:8]1[C:13](=[O:14])[N:12]([CH3:15])[C:11](=[O:16])[N:10]([CH2:17][C:18]([O:20][CH:21]([CH3:23])[CH3:22])=[O:19])[C:9]1=[O:24]. Starting materials: B, [Br-], CCOCC, CC[Mg+], CCOCC, CC(C)O[Ti](OC(C)C)(OC(C)C)OC(C)C, Cl, [F-], [F-], [F-], N#Cc1ccc(OC(F)(F)F)cc1, [Na+], [OH-]. Product: NC1(c2ccc(OC(F)(F)F)cc2)CC1. Reaction SMILES: [BH3:26].[Br-:1].[CH2:18]([O:19][CH2:20][CH3:21])[CH3:22].[CH2:2]([CH3:3])[Mg+:4].[CH3:30][CH2:31][O:32][CH2:33][CH3:34].[CH:35]([O:36][Ti:37]([O:38][CH:39]([CH3:40])[CH3:41])([O:42][CH:43]([CH3:44])[CH3:45])[O:46][CH:47]([CH3:48])[CH3:49])([CH3:50])[CH3:51].[ClH:27].[F-:23].[F-:24].[F-:25].[F:5][C:6]([O:7][c:8]1[cH:9][cH:10][c:11]([C:12]#[N:13])[cH:14][cH:15]1)([F:16])[F:17].[Na+:29].[OH-:28]>>[CH2:2]1[CH2:3][C:12]1([c:11]1[cH:10][cH:9][c:8]([O:7][C:6]([F:5])([F:16])[F:17])[cH:15][cH:14]1)[NH2:13].